Dataset: the Open Reaction Database (ORD), a public repository of structured organic reaction records. Task: describe an organic reaction: reactants, conditions, products, and yield Reactants: C1CCNCC1, CC(=O)O, COc1cc(C#N)ccc1C=O, ClCCl, CC(=O)CC(=O)OCCC#N. The product is COc1cc(C#N)ccc1C=C(C(C)=O)C(=O)OCCC#N. As a reaction SMILES: [CH2:28]1[CH2:29][CH2:30][NH:31][CH2:32][CH2:33]1.[CH3:24][C:25](=[O:26])[OH:27].[CH:1](=[O:2])[c:3]1[c:4]([O:11][CH3:12])[cH:5][c:6]([C:7]#[N:8])[cH:9][cH:10]1.[Cl:34][CH2:35][Cl:36].[O:13]=[C:14]([CH2:15][C:16](=[O:17])[O:18][CH2:19][CH2:20][C:21]#[N:22])[CH3:23]>>[CH:1]([c:3]1[c:4]([O:11][CH3:12])[cH:5][c:6]([C:7]#[N:8])[cH:9][cH:10]1)=[C:15]([C:14](=[O:13])[CH3:23])[C:16](=[O:17])[O:18][CH2:19][CH2:20][C:21]#[N:22]. The reactants are NC1=NC(=CC(=C1)C)CCC1=NC=2C(=NC=C(C2)Br)N1 (2-[2-(2-amino-4-methylpyridin-6-yl)ethyl]-6-bromo-3H-imidazo[4,5-b]pyridine), ClC=1C=C(C=C(C1)Cl)B(O)O (3,5-dichlorophenylboronic acid), PdCl2(PCy3)2. Run in O1CCOCC1 (dioxane), C(=O)([O-])[O-].[Na+].[Na+] (Na2CO3). Product: ClC=1C=C(C=C(C1)Cl)C=1C=C2C(=NC1)NC(=N2)CCC2=CC(=CC(=N2)N)C (6-{2-[6-(3,5-Dichloro-phenyl)-3H-imidazo[4,5-b]pyridin-2-yl]-ethyl}-4-methyl-pyridin-2-ylamine). Yield: 30.9%. Reaction SMILES: [NH2:1][C:2]1[CH:7]=[C:6]([CH3:8])[CH:5]=[C:4]([CH2:9][CH2:10][C:11]2[NH:20][C:14]3=[N:15][CH:16]=[C:17](Br)[CH:18]=[C:13]3[N:12]=2)[N:3]=1.[Cl:21][C:22]1[CH:23]=[C:24](B(O)O)[CH:25]=[C:26]([Cl:28])[CH:27]=1>O1CCOCC1.C([O-])([O-])=O.[Na+].[Na+]>[Cl:21][C:22]1[CH:23]=[C:24]([C:17]2[CH:18]=[C:13]3[N:12]=[C:11]([CH2:10][CH2:9][C:4]4[N:3]=[C:2]([NH2:1])[CH:7]=[C:6]([CH3:8])[CH:5]=4)[NH:20][C:14]3=[N:15][CH:16]=2)[CH:25]=[C:26]([Cl:28])[CH:27]=1 |f:3.4.5|. Procedure: The title compound is synthesized according to General Procedure A. 100 mg of 2-[2-(2-amino-4-methylpyridin-6-yl)ethyl]-6-bromo-3H-imidazo[4,5-b]pyridine in 5.0 ml dioxane, 903 μl Na2CO3 solution, 65 mg of 3,5-dichlorophenylboronic acid, 13 mg of PdCl2(PCy3)2, 120° C. for 64 h. During extraction with 20 ml of CH2Cl2/H2O the title compound starts precipitating in the organic layer. Subsequently, 37 mg of the pure title compound can be obtained as a colorless powder after filtration and lyophiliza... The reactants are SCCC[Si](OC)(OC)OC (HSCH2CH2CH2Si(OCH3)3), OCCOCCOCCOCCN(C)CCC[Si](OCCCC)(OCCCC)OCCCC (HO(C2H4O)3C2H4N(CH3)(CH2)3Si(OC4H9)3). Product: NCCC[Si](OC)(OC)OC (H2NCH2CH2CH2Si(OCH3)3). As a reaction SMILES: SCCC[Si](OC)(OC)OC.OCCOCCOCCOCC[N:24]([CH2:26][CH2:27][CH2:28][Si:29]([O:40][CH2:41]CCC)([O:35][CH2:36]CCC)[O:30][CH2:31]CCC)C>>[NH2:24][CH2:26][CH2:27][CH2:28][Si:29]([O:40][CH3:41])([O:30][CH3:31])[O:35][CH3:36]. Reported procedure: ##STR10## HSCH2CH2CH2Si(OCH3)3 ; HO(C2H4O)3C2H4N(CH3)(CH2)3Si(OC4H9)3 ; Yield: 23.0%. Procedure details: Following the procedure of 3-[4-(1-amino-cyclobutyl)-phenyl]-6-fluoro-2-phenyl-chromen-4-one, (1-{4-[4-oxo-2-phenyl-8-(1H-[1,2,3]triazol-4-yl)-4H-chromen-3-yl]-phenyl}-cyclobutyl)-carbamic acid tert-butyl ester was treated with TFA. The resultant free base was subjected to flash chromatography (SiO2, gradient 0 to 20% methanolic ammonia in DCM) to afford the title compound as a white solid (7 mg, 23%, 2 steps). 1H NMR (400 MHz, DMSO-d6): δ 8.40 (dd, J=7.6 and 1.8 Hz, 1H), 8.14 (s, 1H), 8.08 (dd,... Reaction SMILES: NC1(C2C=CC(C3C(=O)C4C(=CC=C(F)C=4)OC=3C3C=CC=CC=3)=CC=2)CCC1.C(OC(=O)[NH:36][C:37]1([C:41]2[CH:46]=[CH:45][C:44]([C:47]3[C:56](=[O:57])[C:55]4[C:50](=[C:51]([C:58]5[N:59]=[N:60][NH:61][CH:62]=5)[CH:52]=[CH:53][CH:54]=4)[O:49][C:48]=3[C:63]3[CH:68]=[CH:67][CH:66]=[CH:65][CH:64]=3)=[CH:43][CH:42]=2)[CH2:40][CH2:39][CH2:38]1)(C)(C)C.C(O)(C(F)(F)F)=O.N>C(Cl)Cl>[NH2:36][C:37]1([C:41]2[CH:42]=[CH:43][C:44]([C:47]3[C:56](=[O:57])[C:55]4[C:50](=[C:51]([C:58]5[N:59]=[N:60][NH:61][CH:62]=5)[CH:52]=[CH:53][CH:54]=4)[O:49][C:48]=3[C:63]3[CH:68]=[CH:67][CH:66]=[CH:65][CH:64]=3)=[CH:45][CH:46]=2)[CH2:40][CH2:39][CH2:38]1. Solvent: C(Cl)Cl (DCM). The product is NC1(CCC1)C1=CC=C(C=C1)C1=C(OC2=C(C=CC=C2C1=O)C=1N=NNC1)C1=CC=CC=C1 (3-[4-(1-Amino-cyclobutyl)-phenyl]-2-phenyl-8-(1H-[1,2,3]triazol-4-yl)-chromen-4-one). Starting materials: NC1(CCC1)C1=CC=C(C=C1)C1=C(OC2=CC=C(C=C2C1=O)F)C1=CC=CC=C1 (3-[4-(1-amino-cyclobutyl)-phenyl]-6-fluoro-2-phenyl-chromen-4-one), N (ammonia), C(C)(C)(C)OC(NC1(CCC1)C1=CC=C(C=C1)C1=C(OC2=C(C=CC=C2C1=O)C=1N=NNC1)C1=CC=CC=C1)=O ((1-{4-[4-oxo-2-phenyl-8-(1H-[1,2,3]triazol-4-yl)-4H-chromen-3-yl]-phenyl}-cyclobutyl)-carbamic acid tert-butyl ester), C(=O)(C(F)(F)F)O (TFA). Starting materials: O=C([O-])[O-], COc1cc2c(Cl)ncnc2cc1OCC1CCN(C)CC1, [K+], [K+], CN(C)C=O, Oc1ccc2[nH]c(C(F)(F)F)cc2c1. Yields the product COc1cc2c(Oc3ccc4[nH]c(C(F)(F)F)cc4c3)ncnc2cc1OCC1CCN(C)CC1. RXN SMILES: [C:37](=[O:38])([O-:39])[O-:40].[Cl:1][c:2]1[n:3][cH:4][n:5][c:6]2[cH:7][c:8]([O:14][CH2:15][CH:16]3[CH2:17][CH2:18][N:19]([CH3:22])[CH2:20][CH2:21]3)[c:9]([O:12][CH3:13])[cH:10][c:11]12.[K+:41].[K+:42].[O:43]=[CH:44][N:45]([CH3:46])[CH3:47].[OH:23][c:24]1[cH:25][c:26]2[cH:27][c:28]([C:33]([F:34])([F:35])[F:36])[nH:29][c:30]2[cH:31][cH:32]1>>[c:2]1([O:23][c:24]2[cH:25][c:26]3[cH:27][c:28]([C:33]([F:34])([F:35])[F:36])[nH:29][c:30]3[cH:31][cH:32]2)[n:3][cH:4][n:5][c:6]2[cH:7][c:8]([O:14][CH2:15][CH:16]3[CH2:17][CH2:18][N:19]([CH3:22])[CH2:20][CH2:21]3)[c:9]([O:12][CH3:13])[cH:10][c:11]12.